From a dataset of the Open Reaction Database (ORD), a public repository of structured organic reaction records. describe an organic reaction: reactants, conditions, products, and yield Reactants: [K+], [K+], O=[Mn](=O)(=O)[O-], [OH-], O, OCc1nsc2ncccc12. The product is O=C(O)c1nsc2ncccc12. As a reaction SMILES: [K+:6].[K+:8].[Mn:1]([O-:2])(=[O:3])(=[O:4])=[O:5].[OH-:7].[OH2:20].[s:9]1[n:10][c:11]([CH2:18][OH:19])[c:12]2[c:13]1[n:14][cH:15][cH:16][cH:17]2>>[OH:7][C:18]([c:11]1[n:10][s:9][c:13]2[c:12]1[cH:17][cH:16][cH:15][n:14]2)=[O:19]. Reaction conditions: time 30 minute. Starting materials: NCCS(=O)(=O)O (taurine), sugar, C(CC(O)(C(=O)O)CC(=O)O)(=O)O (citric acid), obtained solution, Cl (hydrochloric acid), CC1=C(SC=[N+]1CC2=CN=C(N=C2N)C)CCO.[N+](=O)([O-])[O-] (vitamin B1 nitrate), C(C1=CC=CC=C1)(=O)[O-].[Na+] (sodium benzoate), polyvinyl pyrrolidone. Reported procedure: 1 g of the UHA4002 and 0.2 g of the UHA4003 obtained by the method of Example 8 were dissolved in 10 mL of ethanol, 20 g of taurine, 0.12 g of vitamin B1 nitrate, 0.6 g of sodium benzoate, 4 g of citric acid, 60 g of sugar, and 10 g of polyvinyl pyrrolidone were all dissolved in purified water, and then the solution was diluted in a measuring cylinder to 1000 ml. The pH was adjusted to 3.2 using dilute hydrochloric acid. 50 ml of 1000 ml of the obtained solution was charged into a glass bottle, ... Yields the product C1(=CC(O)=CC(O)=C1)C=CC1=CC=C(O)C=C1 (Resveratrol). Reaction SMILES: N[CH2:2][CH2:3]S(O)(=O)=O.[CH3:8][C:9]1[N+](CC2C(N)=NC(C)=NC=2)=CS[C:10]=1[CH2:23][CH2:24][OH:25].[N+]([O-])([O-])=[O:27].C([O-])(=O)[C:31]1[CH:36]=[CH:35][CH:34]=CC=1.[Na+].C(O)(=O)[CH2:41][C:42](CC(O)=O)([C:44](O)=O)[OH:43].Cl>C(O)C.O>[C:10]1([CH:9]=[CH:8][C:3]2[CH:2]=[CH:34][C:35]([OH:27])=[CH:36][CH:31]=2)[CH:23]=[C:24]([OH:25])[CH:44]=[C:42]([OH:43])[CH:41]=1 |f:1.2,3.4|. The solvent is O (water), C(C)O (ethanol). The reactants are CN(C)c1ccccc1, Cc1ccccc1, CC(C)c1cccc(C(C)C)c1O, O=C(Cl)Cl. Product: CC(C)c1cccc(C(C)C)c1OC(=O)Cl. Reaction SMILES: [CH3:18][N:19]([c:20]1[cH:21][cH:22][cH:23][cH:24][cH:25]1)[CH3:26].[CH3:27][c:28]1[cH:29][cH:30][cH:31][cH:32][cH:33]1.[CH3:5][CH:6]([CH3:7])[c:8]1[cH:9][cH:10][cH:11][c:12]([CH:13]([CH3:14])[CH3:15])[c:16]1[OH:17].[Cl:1][C:2]([Cl:3])=[O:4]>>[C:2]([Cl:3])(=[O:4])[O:17][c:16]1[c:8]([CH:6]([CH3:5])[CH3:7])[cH:9][cH:10][cH:11][c:12]1[CH:13]([CH3:14])[CH3:15]. The reactants are ClC1=NC=C(C(=N1)C(F)(F)F)C(=O)Cl (2-chloro-4-(trifluoromethyl)pyrimidine-5-carbonyl chloride), COC1=CC(=C(N)C=C1)[N+](=O)[O-] (4-methoxy-2-nitroaniline). Product: ClC1=NC=C(C(=N1)C(F)(F)F)C(=O)NC1=C(C=C(C=C1)OC)[N+](=O)[O-] (2-Chloro-4trifluoromethyl-N-(4methoxy-2-nitrophenyl)-5-pyrimidinecarboxamide). Reaction SMILES: [Cl:1][C:2]1[N:7]=[C:6]([C:8]([F:11])([F:10])[F:9])[C:5]([C:12](Cl)=[O:13])=[CH:4][N:3]=1.[CH3:15][O:16][C:17]1[CH:23]=[CH:22][C:20]([NH2:21])=[C:19]([N+:24]([O-:26])=[O:25])[CH:18]=1>>[Cl:1][C:2]1[N:7]=[C:6]([C:8]([F:11])([F:10])[F:9])[C:5]([C:12]([NH:21][C:20]2[CH:22]=[CH:23][C:17]([O:16][CH3:15])=[CH:18][C:19]=2[N+:24]([O-:26])=[O:25])=[O:13])=[CH:4][N:3]=1. Reported procedure: The title compound was prepared from 2-chloro-4-(trifluoromethyl)pyrimidine-5-carbonyl chloride and 4-methoxy-2-nitroaniline and was obtained as a light yellow solid as described in Example 1. 1H NMR (CDCl3): 10.52 (s, 1H), 9.04 (s, 1H), 8.68 (d, J=9.3, 1H), 7.76 (d, J=3.0, 1H), 7.35-7.31 (m, 1H), 3.91 (s, 3H). Starting materials: C(C1=CC=CC=C1)OC1=C(SC(=C1)S(=O)(=O)C)C(=O)OC (methyl 3-benzyloxy-5-(methylsulfonyl)-2-thiophenecarboxylate), [OH-].[Na+] (NaOH). The solvent is O1CCCC1 (tetrahydrofuran). Yields the product C(C1=CC=CC=C1)OC1=C(SC(=C1)S(=O)(=O)C)C(=O)O (3-Benzyloxy-5-(methylsulfonyl)-2-thiophenecarboxylic Acid). Isolated yield 91.0%. Reaction SMILES: [CH2:1]([O:8][C:9]1[CH:13]=[C:12]([S:14]([CH3:17])(=[O:16])=[O:15])[S:11][C:10]=1[C:18]([O:20]C)=[O:19])[C:2]1[CH:7]=[CH:6][CH:5]=[CH:4][CH:3]=1.[OH-].[Na+]>O1CCCC1>[CH2:1]([O:8][C:9]1[CH:13]=[C:12]([S:14]([CH3:17])(=[O:16])=[O:15])[S:11][C:10]=1[C:18]([OH:20])=[O:19])[C:2]1[CH:3]=[CH:4][CH:5]=[CH:6][CH:7]=1 |f:1.2|. Procedure: A mixture of methyl 3-benzyloxy-5-(methylsulfonyl)-2-thiophenecarboxylate (16.7 g, 51.2 mmol), 50 ml 2N NaOH and 50 ml of tetrahydrofuran is heated at reflux temperatures for 1 hour, cooled to room temperature and concentrated in vacuo to an aqueous residue. The residue is diluted with water, acidified to pH 1-2 with 6N HCl and filtered. The filtercake is washed with water and dried to give the title product as a white solid, 14.55 g (91% yield). A small sample was recrystallized from aqueous et... The reactants are C(C1=CC=CC=C1)N1C(=NC(=C(C1=O)[N+](=O)[O-])C)/N=C/N(C)C ((E)-N′(1-benzyl-4-methyl-5-nitro-6-oxo-1,6-dihydropyrimidin-2-yl)-N,N-dimethylformimidamide), DMF-dimethylacetal. The solvent is CN(C)C=O (DMF). Run at temperature 65 celsius, time 3 hour. The product is C(C1=CC=CC=C1)N1C(=NC(=C(C1=O)[N+](=O)[O-])\C=C\N(C)C)/N=C/N(C)C ((E)-N′-(1-benzyl-4-((E)-2-(dimethylamino)vinyl)-5-nitro-6-oxo-1,6-dihydropyrimidin-2-yl)-N,N-dimethylformimidamide). RXN SMILES: [CH2:1]([N:8]1[C:13](=[O:14])[C:12]([N+:15]([O-:17])=[O:16])=[C:11]([CH3:18])[N:10]=[C:9]1/[N:19]=[CH:20]/[N:21]([CH3:23])[CH3:22])[C:2]1[CH:7]=[CH:6][CH:5]=[CH:4][CH:3]=1>CN(C=O)C>[CH2:1]([N:8]1[C:13](=[O:14])[C:12]([N+:15]([O-:17])=[O:16])=[C:11](/[CH:18]=[CH:1]/[N:8]([CH3:13])[CH3:9])[N:10]=[C:9]1/[N:19]=[CH:20]/[N:21]([CH3:22])[CH3:23])[C:2]1[CH:3]=[CH:4][CH:5]=[CH:6][CH:7]=1. Procedure details: To a solution of (E)-N′(1-benzyl-4-methyl-5-nitro-6-oxo-1,6-dihydropyrimidin-2-yl)-N,N-dimethylformimidamide (64.7 g, 0.2 mol) in DMF (254 mL) was added DMF-dimethylacetal (54.5 mL, 0.41 mol). The reaction mixture was stirred for 3 h at 65° C., cooled, and the solvent was removed under reduced pressure. The residue was triturated with ethanol, and the solid was collected by vacuum filtration (69.2 g, 91%) and used in the next step without further purification.